This data is from the Open Reaction Database (ORD), a public repository of structured organic reaction records. The task is: describe an organic reaction: reactants, conditions, products, and yield Reactants: Cl.NO (Hydroxylamine hydrochloride), N#N (N2), ClC=1C=NC=C(C1CC1=NNCC2=CC(=CC=C12)OC)Cl (4-(3,5-dichloro-pyridin-4-ylmethyl)-7-methoxy-1H-phthalazine), C(=O)(N1C=NC=C1)N1C=NC=C1 (1,1′-carbonyldiimidazole). Solvent: C(C)O (ethanol), C1CCOC1 (THF), CCCCCC.C(C)(=O)OCC (hexane ethyl acetate), C(Cl)Cl.CO (CH2Cl2 CH3OH). Yields the product ONC(=O)N1CC2=CC(=CC=C2C(=N1)CC1=C(C=NC=C1Cl)Cl)OC (4-(3,5-Dichloro-pyridin-4-ylmethyl)-7-methoxy-1H-phthalazine-2-carboxylic acid hydroxy-amide). Yield: 25.4%. Reaction SMILES: N#N.[Cl:3][C:4]1[CH:5]=[N:6][CH:7]=[C:8]([Cl:23])[C:9]=1[CH2:10][C:11]1[C:20]2[C:15](=[CH:16][C:17]([O:21][CH3:22])=[CH:18][CH:19]=2)[CH2:14][NH:13][N:12]=1.[C:24]([N:31]1C=CN=C1)(N1C=CN=C1)=[O:25].Cl.N[OH:38]>C1COCC1.C(O)C.CCCCCC.C(OCC)(=O)C.C(Cl)Cl.CO>[OH:38][NH:31][C:24]([N:13]1[N:12]=[C:11]([CH2:10][C:9]2[C:8]([Cl:23])=[CH:7][N:6]=[CH:5][C:4]=2[Cl:3])[C:20]2[C:15](=[CH:16][C:17]([O:21][CH3:22])=[CH:18][CH:19]=2)[CH2:14]1)=[O:25] |f:3.4,7.8,9.10|. Reported procedure: At room temperature, under stirring and N2, a solution of 4-(3,5-dichloro-pyridin-4-ylmethyl)-7-methoxy-1H-phthalazine (1 g, 3.1 mmoles), prepared as described in example 22, in THF (35 ml), was added with 1,1′-carbonyldiimidazole (0.55 g, 3.41 mmoles) and refluxed, then concentrated and taken up in ethanol. Hydroxylamine hydrochloride (0.26 g, 3.72 mmoles) in ethanol was added. After 10 hours under reflux, the mixture was cooled, concentrated and partitioned between water and CH2Cl2. The organi... Reactants: CNCC1=CC=CC=C1 (N-methylbenzylamine), C1(=CC=CC=C1)C1=CCCC(O1)=O (6-phenyl-3,4-dihydro-pyran-2-one), C(C)(=O)OCC (ethyl acetate), Cl (HCl). Run in C1(=CC=CC=C1)C (toluene). Run at time 8 hour. Yields the product C(C1=CC=CC=C1)N(C(CCCC(C1=CC=CC=C1)=O)=O)C (5-oxo-5-phenylpentanoic acid benzyl-methyl amide). Reaction SMILES: [CH3:1][NH:2][CH2:3][C:4]1[CH:9]=[CH:8][CH:7]=[CH:6][CH:5]=1.[C:10]1([C:16]2[O:21][C:20](=[O:22])[CH2:19][CH2:18][CH:17]=2)[CH:15]=[CH:14][CH:13]=[CH:12][CH:11]=1.C(OCC)(=O)C.Cl>C1(C)C=CC=CC=1>[CH2:3]([N:2]([CH3:1])[C:20](=[O:22])[CH2:19][CH2:18][CH2:17][C:16](=[O:21])[C:10]1[CH:15]=[CH:14][CH:13]=[CH:12][CH:11]=1)[C:4]1[CH:9]=[CH:8][CH:7]=[CH:6][CH:5]=1. Procedure details: The 5-oxo-5-phenylpentanoic acid benzyl-methyl amide was prepared by refluxing N-methylbenzylamine (10.5 mmol) and 6-phenyl-3,4-dihydro-pyran-2-one (10.5 mmol) in toluene for one hour. The reaction was allowed to stir overnight at room temperature. It was poured into 100 mL of ethyl acetate and 100 mL of 1N HCl. The organic extracts were washed with 100 mL of 1N NaOH, 100 mL of water and dried over MgSO4. The crude product was flash chromatographed (CH2Cl2 /MeOH 98/2) to afford a liquid. 1H NMR ... Starting materials: ClCCl, Fc1cccc(Cl)c1CCl, Cc1ccc(O)c(N)n1, [Na+], [OH-], O. The product is Cc1ccc(OCc2c(F)cccc2Cl)c(N)n1. As a reaction SMILES: [Cl:10][CH2:11][Cl:12].[Cl:15][c:16]1[c:17]([CH2:18][Cl:19])[c:20]([F:24])[cH:21][cH:22][cH:23]1.[NH2:1][c:2]1[n:3][c:4]([CH3:9])[cH:5][cH:6][c:7]1[OH:8].[Na+:14].[OH-:13].[OH2:25]>>[NH2:1][c:2]1[n:3][c:4]([CH3:9])[cH:5][cH:6][c:7]1[O:8][CH2:18][c:17]1[c:16]([Cl:15])[cH:23][cH:22][cH:21][c:20]1[F:24].